From a dataset of the Open Reaction Database (ORD), a public repository of structured organic reaction records. describe an organic reaction: reactants, conditions, products, and yield Reactants: [H-].[Na+] (Sodium hydride), CC12CC(NC=3C=CC=C(C13)NC2=O)=O ((±)-2a-methyl-2a,5-dihydropyrrolo[4,3,2-de]quinoline-2,4(1H,3H)-dione), BrCC(=O)OC(C)(C)C (tert-butyl bromoacetate). The solvent is CN(C)C=O (DMF). Reaction conditions: time 1 hour. The product is CC12CC(NC=3C=CC=C(C13)N(C2=O)CC(=O)OC(C)(C)C)=O ((±)-tert-Butyl (2a-methyl-2,4-dioxo-2a,3,4,5-tetrahydropyrrolo[4,3,2-de]quinolin-1(2H)-yl)acetate). RXN SMILES: [H-].[Na+].[CH3:3][C:4]12[C:15](=[O:16])[NH:14][C:12]3[C:13]1=[C:8]([CH:9]=[CH:10][CH:11]=3)[NH:7][C:6](=[O:17])[CH2:5]2.Br[CH2:19][C:20]([O:22][C:23]([CH3:26])([CH3:25])[CH3:24])=[O:21]>CN(C=O)C>[CH3:3][C:4]12[C:15](=[O:16])[N:14]([CH2:19][C:20]([O:22][C:23]([CH3:26])([CH3:25])[CH3:24])=[O:21])[C:12]3[C:13]1=[C:8]([CH:9]=[CH:10][CH:11]=3)[NH:7][C:6](=[O:17])[CH2:5]2 |f:0.1|. Reported procedure: Sodium hydride (71 mg of a 60% dispersion in mineral oil, 1.78 mmol) was added to a solution of (±)-2a-methyl-2a,5-dihydropyrrolo[4,3,2-de]quinoline-2,4(1H,3H)-dione from Step C (298 mg, 1.47 mmol) in DMF (3 mL) at 0° C. After 1 h, tert-butyl bromoacetate (0.219 mL, 1.48 mmol) was added dropwise and the reaction mixture was stirred at ambient temperature for 3 h. The reaction mixture was quenched with H2O (5 mL) and extracted with CH2Cl2 (3×10 mL) then EtOAc (3×10 mL). The combined organic extra... Reactants: OCC(CO)(CO)CO (pentaerythritol), C(CCCCCCCCCCCCCCCCCCCCCCCCCCC)(=O)O (montanic acid), [Sn] (tin). Reaction conditions: temperature 100 celsius. Product: C(CCCCCCCCCCCCCCCCCCCCCCCCCCC)(=O)OCC(COC(CCCCCCCCCCCCCCCCCCCCCCCCCCC)=O)(CO)CO (Pentaerythritol dimontanate). Reaction SMILES: [OH:1][CH2:2][C:3]([CH2:8][OH:9])([CH2:6][OH:7])[CH2:4][OH:5].[C:10]([OH:39])(=O)[CH2:11][CH2:12][CH2:13][CH2:14][CH2:15][CH2:16][CH2:17][CH2:18][CH2:19][CH2:20][CH2:21][CH2:22][CH2:23][CH2:24][CH2:25][CH2:26][CH2:27][CH2:28][CH2:29][CH2:30][CH2:31][CH2:32][CH2:33][CH2:34][CH2:35][CH2:36][CH3:37].[Sn]>>[C:10]([O:1][CH2:2][C:3]([CH2:8][OH:9])([CH2:6][OH:7])[CH2:4][O:5][C:10](=[O:39])[CH2:11][CH2:12][CH2:13][CH2:14][CH2:15][CH2:16][CH2:17][CH2:18][CH2:19][CH2:20][CH2:21][CH2:22][CH2:23][CH2:24][CH2:25][CH2:26][CH2:27][CH2:28][CH2:29][CH2:30][CH2:31][CH2:32][CH2:33][CH2:34][CH2:35][CH2:36][CH3:37])(=[O:39])[CH2:11][CH2:12][CH2:13][CH2:14][CH2:15][CH2:16][CH2:17][CH2:18][CH2:19][CH2:20][CH2:21][CH2:22][CH2:23][CH2:24][CH2:25][CH2:26][CH2:27][CH2:28][CH2:29][CH2:30][CH2:31][CH2:32][CH2:33][CH2:34][CH2:35][CH2:36][CH3:37] |^3:39|. Reported procedure: 28.1 g pentaerythritol (0.207 mole), 165 g montanic acid (0.413 mole) and 0.4 g tin powder were heated as in Example 1 to 200° C. with application of a gentle vacuum. The vacuum was increased to 20 mbar over a period of 2 h. The product had an acid value of approximately 1. A yellow, brown-tinged hard wax having a dropping point of 79° C. was obtained after cooling to 100° C., bleaching and filtering. Starting materials: 2.09, N1=CN=C(C=C1)C(CC(=O)OCC)=O (ethyl 3-(4-pyrimidinyl)-3-oxopropionate), Br.CC1(CN=C(N1)N)C (5,5-dimethyl-4,5-dihydro-1H-imidazol-2-ylamine hydrobromide), C([O-])([O-])=O.[K+].[K+] (potassium carbonate). The solvent is CO (methanol). Yields the product CC1(NC=2N(C(C=C(N2)C2=NC=NC=C2)=O)C1)C (2,2-Dimethyl-7-pyrimidin-4-yl-2,3-dihydro-1H-imidazo[1,2-a]pyrimidin-5-one). As a reaction SMILES: [N:1]1[CH:6]=[CH:5][C:4]([C:7](=O)[CH2:8][C:9]([O:11]CC)=O)=[N:3][CH:2]=1.Br.[CH3:16][C:17]1([CH3:23])[NH:21][C:20]([NH2:22])=[N:19][CH2:18]1.C(=O)([O-])[O-].[K+].[K+]>CO>[CH3:16][C:17]1([CH3:23])[CH2:18][N:19]2[C:9](=[O:11])[CH:8]=[C:7]([C:4]3[CH:5]=[CH:6][N:1]=[CH:2][N:3]=3)[N:22]=[C:20]2[NH:21]1 |f:1.2,3.4.5|. Procedure details: A mixture containing 2.09 (10.3 mmol) of ethyl 3-(4-pyrimidinyl)-3-oxopropionate, 2.0 g (10.3 mmol) of 5,5-dimethyl-4,5-dihydro-1H-imidazol-2-ylamine hydrobromide and 2.85 g (20.6 mmol) of potassium carbonate in 15 ml of methanol were heated at reflux temperature during 18 h. The reactants are N,N'-carbonyldiimidazole, ClC=1C=CC2=C(C(=CCC(=N2)NN)C2=C(C=CC=C2)F)C1 (7-chloro-5-(2-fluorophenyl)-2-hydrazino-3H-1-benzazepine), CN(C=O)C (dimethylformamide), O (water). Run at time 16 hour. Product: ClC=1C=CC2=C(C(=CCC=3N2C(NN3)=O)C3=C(C=CC=C3)F)C1 (8-chloro-6-(2-fluorophenyl)-2,4-dihydro-1H-s-triazolo[4,3-a][1]benzazepin -1-one). RXN SMILES: [Cl:1][C:2]1[CH:3]=[CH:4][C:5]2[N:11]=[C:10]([NH:12][NH2:13])[CH2:9][CH:8]=[C:7]([C:14]3[CH:19]=[CH:18][CH:17]=[CH:16][C:15]=3[F:20])[C:6]=2[CH:21]=1.O.CN(C)[CH:25]=[O:26]>>[Cl:1][C:2]1[CH:3]=[CH:4][C:5]2[N:11]3[C:25](=[O:26])[NH:13][N:12]=[C:10]3[CH2:9][CH:8]=[C:7]([C:14]3[CH:19]=[CH:18][CH:17]=[CH:16][C:15]=3[F:20])[C:6]=2[CH:21]=1. Procedure: 3 g of 7-chloro-5-(2-fluorophenyl)-2-hydrazino-3H-1-benzazepine are dissolved in 40 ml of dimethylformamide. After adding 3.6 g of N,N'-carbonyldiimidazole, the mixture is stirred at 50° for 16 hours. The solution obtained is then poured into 700 ml of water and extracted with ethyl acetate. The organic extracts are washed with water and saturated sodium chloride solution, dried and evaporated. The residue is chromatographed on 200 g of silica gel while eluting with chloroform/ethanol (98.5:1.5)...